From a dataset of the Open Reaction Database (ORD), a public repository of structured organic reaction records. describe an organic reaction: reactants, conditions, products, and yield Yields the product CCOC(=O)c1cc(C2CCN(C(=O)OC(C)(C)C)CC2)nc2c1cnn2C(C)C. RXN SMILES: [C:1]([CH3:2])([CH3:3])([CH3:4])[O:5][C:6](=[O:7])[N:8]1[CH2:9][CH2:10][C:11]([c:14]2[cH:15][c:16]([C:26](=[O:27])[O:28][CH2:29][CH3:30])[c:17]3[c:18]([n:19]2)[n:20]([CH:23]([CH3:24])[CH3:25])[n:21][cH:22]3)=[CH:12][CH2:13]1.[CH3:31][CH2:32][OH:33]>>[C:1]([CH3:2])([CH3:3])([CH3:4])[O:5][C:6](=[O:7])[N:8]1[CH2:9][CH2:10][CH:11]([c:14]2[cH:15][c:16]([C:26](=[O:27])[O:28][CH2:29][CH3:30])[c:17]3[c:18]([n:19]2)[n:20]([CH:23]([CH3:24])[CH3:25])[n:21][cH:22]3)[CH2:12][CH2:13]1. The reactants are CCOC(=O)c1cc(C2=CCN(C(=O)OC(C)(C)C)CC2)nc2c1cnn2C(C)C, CCO.